From a dataset of the Open Reaction Database (ORD), a public repository of structured organic reaction records. describe an organic reaction: reactants, conditions, products, and yield Starting materials: ClC(c1ccccc1)(c1ccccc1)c1ccccc1, C1CCOC1, [H-], CCOC(=O)C(=NO)c1csc(N)n1, [Na+]. Yields the product CCOC(=O)C(=NOC(c1ccccc1)(c1ccccc1)c1ccccc1)c1csc(N)n1. RXN SMILES: [C:17]([c:18]1[cH:19][cH:20][cH:21][cH:22][cH:23]1)([c:24]1[cH:25][cH:26][cH:27][cH:28][cH:29]1)([c:30]1[cH:31][cH:32][cH:33][cH:34][cH:35]1)[Cl:36].[CH2:37]1[O:38][CH2:39][CH2:40][CH2:41]1.[H-:1].[NH2:3][c:4]1[s:5][cH:6][c:7]([C:9]([C:10](=[O:11])[O:12][CH2:13][CH3:14])=[N:15][OH:16])[n:8]1.[Na+:2]>>[NH2:3][c:4]1[s:5][cH:6][c:7]([C:9]([C:10](=[O:11])[O:12][CH2:13][CH3:14])=[N:15][O:16][C:17]([c:18]2[cH:19][cH:20][cH:21][cH:22][cH:23]2)([c:24]2[cH:25][cH:26][cH:27][cH:28][cH:29]2)[c:30]2[cH:31][cH:32][cH:33][cH:34][cH:35]2)[n:8]1.